The task is: describe an organic reaction: reactants, conditions, products, and yield. This data is from the Open Reaction Database (ORD), a public repository of structured organic reaction records. Isolated yield 89.9%. The product is Cl.NC=1N=C(C2=C(N1)C1=C(S2)C=CC=C1)O (2-Amino-benzo[4,5]thieno[3,2-d]pyrimidin-4-ol hydrochloride). Conditions: temperature 160 celsius. Procedure details: A suspension of 3-amino-benzo[b]thiophene-2-carboxylic acid methyl ester (1.03 g, 5.0 mmol) and chloroformamidine hydrochloride (800 mg, 7.0 mmol) in diglyme (8 mL) were heated at 160° C. for 1 h. The resulting suspension was cooled to rt and filtered, and the collected solid was suction dried to give the title compound (1.14 g, 90%). 1H NMR (DMSO-d6): 8.06 (d, J=7.9 Hz, 1H), 7.89 (d, J=8.1 Hz, 1H), 7.73-7.47 (m, 2H), 7.45-7.39 (m, 1H), 7.38-7.33 (m, 1H), 7.18 (s, 0.6H), 7.05 (s, 0.6H), 6.92 (s,... Reaction SMILES: C[O:2][C:3]([C:5]1[S:9][C:8]2[CH:10]=[CH:11][CH:12]=[CH:13][C:7]=2[C:6]=1[NH2:14])=O.Cl.[Cl:16][C:17]([NH2:19])=[NH:18]>COCCOCCOC>[ClH:16].[NH2:19][C:17]1[N:18]=[C:3]([OH:2])[C:5]2[S:9][C:8]3[CH:10]=[CH:11][CH:12]=[CH:13][C:7]=3[C:6]=2[N:14]=1 |f:1.2,4.5|. Starting materials: COC(=O)C1=C(C2=C(S1)C=CC=C2)N (3-amino-benzo[b]thiophene-2-carboxylic acid methyl ester), Cl.ClC(=N)N (chloroformamidine hydrochloride). Solvent: COCCOCCOC (diglyme). Starting materials: C1(CC1)C(=O)N1CC2=CC=C(C=C2CC1)C(=O)NOC1OCCCC1 (2-(cyclopropylcarbonyl)-N-(tetrahydro-2H-pyran-2-yloxy)-1,2,3,4-tetrahydroisoquinoline-6-carboxamide), Cl (hydrochloric acid). The solvent is C(C)(C)O (isopropanol). Conditions: time 4 hour. Product: ONC(=O)C=1C=C2CCN(CC2=CC1)C(=O)C1CC1 (N-Hydroxy-2-(cyclopropylcarbonyl)-1,2,3,4-tetrahydroisoquinoline-6-carboxamide). The yield is 148.9%. As a reaction SMILES: [CH:1]1([C:4]([N:6]2[CH2:15][CH2:14][C:13]3[C:8](=[CH:9][CH:10]=[C:11]([C:16]([NH:18][O:19]C4CCCCO4)=[O:17])[CH:12]=3)[CH2:7]2)=[O:5])[CH2:3][CH2:2]1.Cl>C(O)(C)C>[OH:19][NH:18][C:16]([C:11]1[CH:12]=[C:13]2[C:8](=[CH:9][CH:10]=1)[CH2:7][N:6]([C:4]([CH:1]1[CH2:3][CH2:2]1)=[O:5])[CH2:15][CH2:14]2)=[O:17]. Procedure details: A mixture of 80 mg of 2-(cyclopropylcarbonyl)-N-(tetrahydro-2H-pyran-2-yloxy)-1,2,3,4-tetrahydroisoquinoline-6-carboxamide, 3 ml isopropanol and 3 ml of an aqueous, 0.1 N hydrochloric acid is stirred 4 h at ambient temperature. The reaction mixture is evaporated and the residue is dissolved in a mixture of 0.5 ml water and 0.5 ml acetonitrile and lyophilized. 90 mg of the title compound are obtained as solid with mp=90° C. MH+=261.1 The reactants are BrCc1ccccc1, CC(C)(C)OC(=O)N1CCCC1c1nnn[nH]1, CN(C)C=O, CCOC(C)=O, [K+], [K+], O=C([O-])[O-]. Yields the product CC(C)(C)OC(=O)N1CCCC1c1nnn(Cc2ccccc2)n1. As a reaction SMILES: [Br:24][CH2:25][c:26]1[cH:27][cH:28][cH:29][cH:30][cH:31]1.[C:1]([CH3:2])([CH3:3])([CH3:4])[O:5][C:6](=[O:7])[N:8]1[CH:9]([c:13]2[n:14][n:15][n:16][nH:17]2)[CH2:10][CH2:11][CH2:12]1.[CH3:32][N:33]([CH3:34])[CH:35]=[O:36].[CH3:37][CH2:38][O:39][C:40]([CH3:41])=[O:42].[K+:18].[K+:19].[O-:20][C:21]([O-:22])=[O:23]>>[C:1]([CH3:2])([CH3:3])([CH3:4])[O:5][C:6](=[O:7])[N:8]1[CH:9]([c:13]2[n:14][n:15][n:16]([CH2:25][c:26]3[cH:27][cH:28][cH:29][cH:30][cH:31]3)[n:17]2)[CH2:10][CH2:11][CH2:12]1. The yield is 97.8%. The solvent is 11, O (water). Run at temperature 10 celsius. Reported procedure: 5.75 g of sodium borohydride were slowly added to a solution of 11.5 g of the product of Step A in 11 5 ml of ethanol and 11.5 ml of water cooled to 10° C and the mixture was stirred for an hour at 20° C. The ethanol was evaporated and 100 ml of water were added. The mixture was extracted with methylene chloride and the organic phase was washed with water, dried and evaporated to dryness to obtain 11.35 g of 5ξ-hydroxy-7-(pyrrolidin-1-yl)-6,7,8,9-tetrahydro [5H] benzocycloheptene. RXN SMILES: [BH4-].[Na+].[O:3]=[C:4]1[C:10]2[CH:11]=[CH:12][CH:13]=[CH:14][C:9]=2[CH2:8][CH2:7][CH:6]([N:15]2[CH2:19][CH2:18][CH2:17][CH2:16]2)[CH2:5]1.C(O)C>O>[OH:3][CH:4]1[C:10]2[CH:11]=[CH:12][CH:13]=[CH:14][C:9]=2[CH2:8][CH2:7][CH:6]([N:15]2[CH2:19][CH2:18][CH2:17][CH2:16]2)[CH2:5]1 |f:0.1|. Yields the product OC1CC(CCC2=C1C=CC=C2)N2CCCC2 (5ξ-hydroxy-7-(pyrrolidin-1-yl)-6,7,8,9-tetrahydro [5H] benzocycloheptene). Starting materials: [BH4-].[Na+] (sodium borohydride), O=C1CC(CCC2=C1C=CC=C2)N2CCCC2 (5-oxo-7-(Pyrrolidin-1-yl)-6,7,8,9-tetrahydro [5H] benzocycloheptene), C(C)O (ethanol). Starting materials: [Al+3], CCCC(C)C, CCOC(=O)c1ccc(Cl)cc1OCC, [H-], [H-], [H-], [H-], [Li+], [Na+], C1CCOC1, [OH-], O. Yields the product CCOc1cc(Cl)ccc1CO. Reaction SMILES: [Al+3:2].[CH3:24][CH2:25][CH2:26][CH:27]([CH3:28])[CH3:29].[Cl:7][c:8]1[cH:9][c:10]([O:19][CH2:20][CH3:21])[c:11]([C:12](=[O:13])[O:14][CH2:15][CH3:16])[cH:17][cH:18]1.[H-:1].[H-:4].[H-:5].[H-:6].[Li+:3].[Na+:23].[O:30]1[CH2:31][CH2:32][CH2:33][CH2:34]1.[OH-:22].[OH2:35]>>[Cl:7][c:8]1[cH:9][c:10]([O:19][CH2:20][CH3:21])[c:11]([CH2:12][OH:13])[cH:17][cH:18]1. Reactants: C(C)(C)C1=C(C(=CC=C1)C(C)C)N=C(O)C=1C=CC=2C=3C=CC=C4C(=CC=C(C5=CC=C(C1C52)C(=O)O)C43)C#CCCCCOS(=O)(=O)C4=CC=C(C)C=C4 (N-(2,6-diisopropylphenyl)-9-(6-tosyloxy-1-hexinyl)-perylene-3,4-dicarboxylic acid imide), [N-]=[N+]=[N-].[Na+] (sodium azide). Run in CN(C)C=O (DMF). The product is C(C)(C)C1=C(C(=CC=C1)C(C)C)N=C(O)C=1C=CC=2C=3C=CC=C4C(=CC=C(C5=CC=C(C1C52)C(=O)O)C43)C#CCCCCN=[N+]=[N-] (N-(2,6-diisopropylphenyl)-9-(6-azido-1-hexinyl)-perylene-3,4-dicarboxylic acid imide). RXN SMILES: [CH:1]([C:4]1[CH:9]=[CH:8][CH:7]=[C:6]([CH:10]([CH3:12])[CH3:11])[C:5]=1[N:13]=[C:14]([C:16]1[CH:17]=[CH:18][C:19]2[C:20]3[CH:21]=[CH:22][CH:23]=[C:24]4[C:38]=3[C:28]([C:29]3[C:34]=2[C:33]=1[C:32]([C:35]([OH:37])=[O:36])=[CH:31][CH:30]=3)=[CH:27][CH:26]=[C:25]4[C:39]#[C:40][CH2:41][CH2:42][CH2:43][CH2:44]OS(C1C=CC(C)=CC=1)(=O)=O)[OH:15])([CH3:3])[CH3:2].[N-:56]=[N+:57]=[N-:58].[Na+]>CN(C=O)C>[CH:1]([C:4]1[CH:9]=[CH:8][CH:7]=[C:6]([CH:10]([CH3:12])[CH3:11])[C:5]=1[N:13]=[C:14]([C:16]1[CH:17]=[CH:18][C:19]2[C:20]3[CH:21]=[CH:22][CH:23]=[C:24]4[C:38]=3[C:28]([C:29]3[C:34]=2[C:33]=1[C:32]([C:35]([OH:37])=[O:36])=[CH:31][CH:30]=3)=[CH:27][CH:26]=[C:25]4[C:39]#[C:40][CH2:41][CH2:42][CH2:43][CH2:44][N:56]=[N+:57]=[N-:58])[OH:15])([CH3:3])[CH3:2] |f:1.2|. Procedure: A solution of 1.00 g (1.36 mmol) N-(2,6-diisopropylphenyl)-9-(6-tosyloxy-1-hexinyl)-perylene-3,4-dicarboxylic acid imide and 0.60 g (9.1 mmol) sodium azide in 144 ml DMF were stirred for 20 hours at room temperature under nitrogen atmosphere. Starting materials: Cc1ccccc1, O=C=Nc1ccc(Cl)cc1, C1CCOC1, NCCCn1ccnc1. Yields the product O=C(NCCCn1ccnc1)Nc1ccc(Cl)cc1. As a reaction SMILES: [CH3:25][c:26]1[cH:27][cH:28][cH:29][cH:30][cH:31]1.[Cl:15][c:16]1[cH:17][cH:18][c:19]([N:22]=[C:23]=[O:24])[cH:20][cH:21]1.[O:10]1[CH2:11][CH2:12][CH2:13][CH2:14]1.[n:1]1([CH2:6][CH2:7][CH2:8][NH2:9])[cH:2][n:3][cH:4][cH:5]1>>[n:1]1([CH2:6][CH2:7][CH2:8][NH:9][C:23]([NH:22][c:19]2[cH:18][cH:17][c:16]([Cl:15])[cH:21][cH:20]2)=[O:24])[cH:2][n:3][cH:4][cH:5]1.